From a dataset of the Open Reaction Database (ORD), a public repository of structured organic reaction records. describe an organic reaction: reactants, conditions, products, and yield Reactants: OO (hydrogen peroxide), C(CCCCC)C(CC(=O)O)CCC(=O)O (β-n-hexyladipic acid), CS(=O)(=O)O (methanesulfonic acid). Reaction conditions: temperature 15 celsius. Yields the product C(CCCCC)C(CC(=O)OO)CCC(=O)OO (β-n-hexyldiperoxyadipic acid), diacid. As a reaction SMILES: [CH2:1]([CH:7]([CH2:12][CH2:13][C:14]([OH:16])=[O:15])[CH2:8][C:9](O)=[O:10])[CH2:2][CH2:3][CH2:4][CH2:5][CH3:6].CS(O)(=O)=[O:19].[OH:22][OH:23]>>[CH2:1]([CH:7]([CH2:12][CH2:13][C:14]([O:16][OH:19])=[O:15])[CH2:8][C:9]([O:22][OH:23])=[O:10])[CH2:2][CH2:3][CH2:4][CH2:5][CH3:6]. Procedure: Attempted peroxidation of β-n-hexyladipic acid prepared as described in Example II resulted in an uncontrollable exothermic reaction. Thus, it was necessary to further purify the starting material before it could be successfully peroxidized. β-n-hexyladipic acid, (100 g) was dissolved in dichloromethane (500 ml) and washed with 25% sulfuric acid (3×150 ml), 5% sodium bicarbonate (3×100 mls), and distilled water (2×100 ml). The dichloromethane solution was dried over anhydrous magnesium sulfate a... RXN SMILES: [C:6]([CH3:7])([CH3:8])([CH3:9])[O:10][C:11](=[O:12])[N:13]1[CH2:14][CH:15]([n:21]2[c:22](=[O:36])[c:23]3[c:24]([c:25]4[c:26]([Cl:31])[cH:27][cH:28][cH:29][c:30]24)[n:32][o:33][c:34]3[CH3:35])[CH2:16][CH:17]([CH2:19][OH:20])[CH2:18]1.[CH3:37][N:38]([c:39]1[cH:40][cH:41][n:42][cH:43][cH:44]1)[CH3:45].[S:1](=[O:2])(=[O:3])([CH3:4])[Cl:5].[cH:46]1[cH:47][cH:48][n:49][cH:50][cH:51]1>>[S:1](=[O:2])(=[O:3])([CH3:4])[O:20][CH2:19][CH:17]1[CH2:16][CH:15]([n:21]2[c:22](=[O:36])[c:23]3[c:24]([c:25]4[c:26]([Cl:31])[cH:27][cH:28][cH:29][c:30]24)[n:32][o:33][c:34]3[CH3:35])[CH2:14][N:13]([C:11]([O:10][C:6]([CH3:7])([CH3:8])[CH3:9])=[O:12])[CH2:18]1. Yields the product Cc1onc2c1c(=O)n(C1CC(COS(C)(=O)=O)CN(C(=O)OC(C)(C)C)C1)c1cccc(Cl)c21. Reactants: Cc1onc2c1c(=O)n(C1CC(CO)CN(C(=O)OC(C)(C)C)C1)c1cccc(Cl)c21, CN(C)c1ccncc1, CS(=O)(=O)Cl, c1ccncc1. The reactants are Cl.S1C=CC=2CNCCC21 (4,5,6,7-tetrahydrothieno[3,2-c]pyridine hydrochloride), ClC1=C(CCl)C=CC=C1 (2-chlorobenzyl chloride), [OH-].[Na+] (NaOH), [OH-].C[N+](CC1=CC=CC=C1)(C)C (trimethylbenzyl ammonium hydroxide). Run in C1=CC=CC=C1 (benzene). Reaction conditions: time 40 hour. The product is ClC1=C(CN2CC3=C(CC2)SC=C3)C=CC=C1 (5-(2-chlorobenzyl)-4,5,6,7-tetrahydrothieno[3,2-c]pyridine). Isolated yield 74.7%. RXN SMILES: Cl.[S:2]1[C:10]2[CH2:9][CH2:8][NH:7][CH2:6][C:5]=2[CH:4]=[CH:3]1.[Cl:11][C:12]1[CH:19]=[CH:18][CH:17]=[CH:16][C:13]=1[CH2:14]Cl.[OH-].[Na+].[OH-].C[N+](C)(C)CC1C=CC=CC=1>C1C=CC=CC=1>[Cl:11][C:12]1[CH:19]=[CH:18][CH:17]=[CH:16][C:13]=1[CH2:14][N:7]1[CH2:8][CH2:9][C:10]2[S:2][CH:3]=[CH:4][C:5]=2[CH2:6]1 |f:0.1,3.4,5.6|. Procedure: To a solution of 4,5,6,7-tetrahydrothieno[3,2-c]pyridine hydrochloride (580 mg, 3.3 mmol) and 2-chlorobenzyl chloride (640 mg, 3.9 mmol) in benzene (5.0 ml) were added an aqueous 5M NaOH solution (5 ml), and trimethylbenzyl ammonium hydroxide (100 mg of 40% methanol solution). The mixture was stirred for 40 hours at room temperature. The reaction mixture was allowed to stand, thereby separating an aqueous layer from an organic layer The organic layer was washed with water and then with saturated...